From a dataset of the Open Reaction Database (ORD), a public repository of structured organic reaction records. describe an organic reaction: reactants, conditions, products, and yield Starting materials: FC=1C=C(C=CC1)C=1N=C(SC1)C1CCN(CC1)C(=O)NC=1C=NC=CC1 (4-[4-(3-fluorophenyl)-1,3-thiazol-2-yl]-N-pyridin-3-ylpiperidine-1-carboxamide), solution, Cl (hydrogen chloride). The solvent is O1CCCC1 (tetrahydrofuran), C(C)(=O)OCC (ethyl acetate). Conditions: time 1 hour. Yields the product Cl.Cl.FC=1C=C(C=CC1)C=1N=C(SC1)C1CCN(CC1)C(=O)NC=1C=NC=CC1 (4-[4-(3-Fluorophenyl)-1,3-thiazol-2-yl]-N-pyridin-3-ylpiperidine-1-carboxamide dihydrochloride). Isolated yield 49.8%. As a reaction SMILES: [F:1][C:2]1[CH:3]=[C:4]([C:8]2[N:9]=[C:10]([CH:13]3[CH2:18][CH2:17][N:16]([C:19]([NH:21][C:22]4[CH:23]=[N:24][CH:25]=[CH:26][CH:27]=4)=[O:20])[CH2:15][CH2:14]3)[S:11][CH:12]=2)[CH:5]=[CH:6][CH:7]=1.[ClH:28]>O1CCCC1.C(OCC)(=O)C>[ClH:28].[ClH:28].[F:1][C:2]1[CH:3]=[C:4]([C:8]2[N:9]=[C:10]([CH:13]3[CH2:18][CH2:17][N:16]([C:19]([NH:21][C:22]4[CH:23]=[N:24][CH:25]=[CH:26][CH:27]=4)=[O:20])[CH2:15][CH2:14]3)[S:11][CH:12]=2)[CH:5]=[CH:6][CH:7]=1 |f:4.5.6|. Procedure details: To a solution of 4-[4-(3-fluorophenyl)-1,3-thiazol-2-yl]-N-pyridin-3-ylpiperidine-1-carboxamide (280 mg, 0.732 mmol) in tetrahydrofuran (20 ml) was added a 4N solution (5 ml) of hydrogen chloride in ethyl acetate, and the mixture was stirred at room temperature for 1 hour. The reaction solution was distilled off under reduced pressure, and the residue was recrystallized from a mixed solvent of methanol and diethyl ether to give the desired product (179 mg, 49.8%) as a solid. Solvent: C1CCOC1 (THF), C1CCOC1 (THF). Reactants: CN1CCN(CC1)CC1=CC=C(C=C1)N (4-(4-methylpiperazin-1-ylmethyl)phenylamine), ClC1=CC=C(C=C1)C1=CC=C(C=C1)C#CC(=O)O ((4′-chlorobiphenyl-4-yl)propynoic acid), CN1CCOCC1 (N-methylmorpholine), ClC(=O)OCC(C)C (isobutyl chloroformate). RXN SMILES: [Cl:1][C:2]1[CH:7]=[CH:6][C:5]([C:8]2[CH:13]=[CH:12][C:11]([C:14]#[C:15][C:16]([OH:18])=O)=[CH:10][CH:9]=2)=[CH:4][CH:3]=1.CN1CCOCC1.ClC(OCC(C)C)=O.[CH3:34][N:35]1[CH2:40][CH2:39][N:38]([CH2:41][C:42]2[CH:47]=[CH:46][C:45]([NH2:48])=[CH:44][CH:43]=2)[CH2:37][CH2:36]1>C1COCC1>[CH3:34][N:35]1[CH2:40][CH2:39][N:38]([CH2:41][C:42]2[CH:47]=[CH:46][C:45]([NH:48][C:16](=[O:18])[C:15]#[C:14][C:11]3[CH:10]=[CH:9][C:8]([C:5]4[CH:4]=[CH:3][C:2]([Cl:1])=[CH:7][CH:6]=4)=[CH:13][CH:12]=3)=[CH:44][CH:43]=2)[CH2:37][CH2:36]1. Procedure: A solution of 0.26 g (1 mmol) of (4′-chlorobiphenyl-4-yl)propynoic acid and 0.12 mL (1.1 mmol) of N-methylmorpholine in 20 mL of absolute THF is combined at −15° C. with 0.14 mL (1.1 mmol) of isobutyl chloroformate and stirred for ten minutes. Then 0.226 g (1.1 mmol) of 4-(4-methylpiperazin-1-ylmethyl)phenylamine dissolved in 7 mL of THF is added and the reaction mixture is stirred for 2 hours until ambient temperature is reached. The reaction mixture is evaporated down and the residue is dissol... Product: CN1CCN(CC1)CC1=CC=C(C=C1)NC(C#CC1=CC=C(C=C1)C1=CC=C(C=C1)Cl)=O (3-(4′-chlorobiphenyl-4-yl)propynoic acid-[4-(4-methylpiperazin-1-ylmethyl)phenyl]amide).